From a dataset of the Open Reaction Database (ORD), a public repository of structured organic reaction records. describe an organic reaction: reactants, conditions, products, and yield Starting materials: C(=O)OC=CCCCCCCCCCCCC (tetradecenyl formate), C(C)(=O)OC=CCCCCCCCCCCCC (tetradecenyl acetate), C(=O)([O-])[O-].[K+].[K+] (K2CO3), one, C(C)(=O)OCCCCCCCCC=CCCCC (9-tetradecenyl acetate), C(=O)OCCCCCCCCC=C (9-decenyl formate). The solvent is C(C)OCC (diethyl ether), O (water), CO (methanol), C(=O)O (formic acid). Run at time 2 hour. Yields the product C(=O)OCCCCCCCCC=CCCCC (9-tetradecenyl formate). Reaction SMILES: [CH:1]([O:3][CH:4]=[CH:5][CH2:6][CH2:7][CH2:8][CH2:9][CH2:10][CH2:11][CH2:12][CH2:13][CH2:14][CH2:15][CH2:16][CH3:17])=[O:2].C(OCCCCCCCCC=CCCCC)(=O)C.C(OCCCCCCCCC=C)=O.C(OC=CCCCCCCCCCCCC)(=O)C.C([O-])([O-])=O.[K+].[K+]>C(O)=O.C(OCC)C.O.CO>[CH:1]([O:3][CH2:4][CH2:5][CH2:6][CH2:7][CH2:8][CH2:9][CH2:10][CH2:11][CH:12]=[CH:13][CH2:14][CH2:15][CH2:16][CH3:17])=[O:2] |f:4.5.6|. Procedure details: Three fields of cotton in a late fruiting stage were used to evaluate the effectiveness of tetradecenyl formate in controlling Heliothis species. In this case, the 9-tetradecenyl formate was prepared from 9-tetradecenyl acetate rather than directly from 9-decenyl formate. In a typical process 21.1 g (0.08 mol) of tetradecenyl acetate, 22.2 g (0.16 mol) K2CO3, 200 mL methanol, and 2 mL water were added to a 500 mL one neck round bottom flask. The mixture was stirred for two hours at room temperat... The reactants are BrC=1C=C2C=CC(=CC2=CC1)C(=O)O (6-bromo-2-naphthoic acid), C(=O)(O)C1=CC=C(C=C1)B(O)O (4-carboxybenzene boronic acid), C1(=CC=CC=C1)P(C1=CC=CC=C1)C1=CC=CC=C1 (triphenylphosphine), C(=O)([O-])[O-].[Na+].[Na+] (Na2CO3). The reagents and catalysts are C(C)(=O)[O-].[Pd+2].C(C)(=O)[O-] (Palladium acetate). The solvent is O (water), C(CC)O (1-propanol), O (water). Reaction conditions: time 30 minute. The product is C(=O)(O)C1=CC2=CC=C(C=C2C=C1)C1=CC=C(C=C1)C(=O)O (2-carboxy-6-(4′-carboxyphenyl)naphthalene). Reaction SMILES: Br[C:2]1[CH:3]=[C:4]2[C:9](=[CH:10][CH:11]=1)[CH:8]=[C:7]([C:12]([OH:14])=[O:13])[CH:6]=[CH:5]2.[C:15]([C:18]1[CH:23]=[CH:22][C:21](B(O)O)=[CH:20][CH:19]=1)([OH:17])=[O:16].C1(P(C2C=CC=CC=2)C2C=CC=CC=2)C=CC=CC=1.C([O-])([O-])=O.[Na+].[Na+]>C([O-])(=O)C.[Pd+2].C([O-])(=O)C.O.C(O)CC>[C:12]([C:7]1[CH:6]=[CH:5][C:4]2[C:9](=[CH:10][CH:11]=[C:2]([C:21]3[CH:22]=[CH:23][C:18]([C:15]([OH:17])=[O:16])=[CH:19][CH:20]=3)[CH:3]=2)[CH:8]=1)([OH:14])=[O:13] |f:3.4.5,6.7.8|. Procedure: In an 100 mL three-necked RB flask equipped with a magnetic bar, a condenser and a nitrogen gas inlet, 6-bromo-2-naphthoic acid (2.51 g, 10 mmol), 4-carboxybenzene boronic acid (1.66 g, 10 mmol) and 20 mL of 1-propanol were mixed and stirred at room temperature for about 30 min. Palladium acetate (0.007 g, 0.003 equiv., 0.03 mmol), triphenylphosphine (0.024 g, 0.009 equiv., 0.9 mmol), Na2CO3 solution (2 M, 8 mL, 1.20 equiv., 12 mmol) and water (4 mL) were added and the mixture was refluxed for 1... Reactants: CO, [H][H], Nc1nccc(-c2ccccc2Oc2ccc([N+](=O)[O-])cc2)n1, [Pd]. Product: Nc1ccc(Oc2ccccc2-c2ccnc(N)n2)cc1. Reaction SMILES: [CH3:26][OH:27].[H:24][H:25].[N+:1]([O-:2])(=[O:3])[c:4]1[cH:5][cH:6][c:7]([O:8][c:9]2[c:10](-[c:15]3[n:16][c:17]([NH2:21])[n:18][cH:19][cH:20]3)[cH:11][cH:12][cH:13][cH:14]2)[cH:22][cH:23]1.[Pd:28]>>[NH2:1][c:4]1[cH:5][cH:6][c:7]([O:8][c:9]2[c:10](-[c:15]3[n:16][c:17]([NH2:21])[n:18][cH:19][cH:20]3)[cH:11][cH:12][cH:13][cH:14]2)[cH:22][cH:23]1.